The task is: describe an organic reaction: reactants, conditions, products, and yield. This data is from the Open Reaction Database (ORD), a public repository of structured organic reaction records. The reactants are O (Water), ClC1=CC=C(C=C1)NCCCOC1=CC=C(C(=O)OC)C=C1 (Methyl 4-[3-[N-(4-chlorophenyl)amino]propoxy]benzoate), C([O-])(O)=O.[Na+] (sodium bicarbonate), C(C)I (ethyl iodide). Run in C(C)(=O)OCC (ethyl acetate), CN(C)C=O (DMF). Run at temperature 100 celsius, time 11 hour. The product is ClC1=CC=C(C=C1)N(CC)CCCOC1=CC=C(C(=O)OC)C=C1 (Methyl 4-[3-[N-(4-chlorophenyl]-N-ethylamino]propoxy]benzoate). As a reaction SMILES: [Cl:1][C:2]1[CH:7]=[CH:6][C:5]([NH:8][CH2:9][CH2:10][CH2:11][O:12][C:13]2[CH:22]=[CH:21][C:16]([C:17]([O:19][CH3:20])=[O:18])=[CH:15][CH:14]=2)=[CH:4][CH:3]=1.C(=O)(O)[O-].[Na+].[CH2:28](I)[CH3:29].O>CN(C=O)C.C(OCC)(=O)C>[Cl:1][C:2]1[CH:3]=[CH:4][C:5]([N:8]([CH2:9][CH2:10][CH2:11][O:12][C:13]2[CH:14]=[CH:15][C:16]([C:17]([O:19][CH3:20])=[O:18])=[CH:21][CH:22]=2)[CH2:28][CH3:29])=[CH:6][CH:7]=1 |f:1.2|. Procedure details: Methyl 4-[3-[N-(4-chlorophenyl)amino]propoxy]benzoate (1.2 g) and sodium bicarbonate (1.58 g) were dissolved and suspended in DMF (10 ml), and ethyl iodide (1.52 ml) was added thereto. The mixture was heated with stirring at 100° C. for 11 hours, and cooled. Water and ethyl acetate were added thereto and the mixture was separated into layers. The organic layer was washed with water 3 times, and concentrated under reduced pressure to give the oily desired product (1.38 g). Reactants: CC(C)(C)C(=O)Cl, CCN(C(C)C)C(C)C, O=C(NC1CNCC1O)c1ccc(-c2cccc(F)c2)nc1, CN(C)C=O. Yields the product CC(C)(C)C(=O)N1CC(O)C(NC(=O)c2ccc(-c3cccc(F)c3)nc2)C1. Reaction SMILES: [C:32]([C:33]([CH3:34])([CH3:35])[CH3:36])(=[O:37])[Cl:38].[CH:23]([N:24]([CH2:25][CH3:26])[CH:27]([CH3:28])[CH3:29])([CH3:30])[CH3:31].[F:1][c:2]1[cH:3][c:4](-[c:8]2[n:9][cH:10][c:11]([C:12](=[O:13])[NH:14][CH:15]3[CH2:16][NH:17][CH2:18][CH:19]3[OH:20])[cH:21][cH:22]2)[cH:5][cH:6][cH:7]1.[O:39]=[CH:40][N:41]([CH3:42])[CH3:43]>>[F:1][c:2]1[cH:3][c:4](-[c:8]2[n:9][cH:10][c:11]([C:12](=[O:13])[NH:14][CH:15]3[CH2:16][N:17]([C:32]([C:33]([CH3:34])([CH3:35])[CH3:36])=[O:37])[CH2:18][CH:19]3[OH:20])[cH:21][cH:22]2)[cH:5][cH:6][cH:7]1. RXN SMILES: [CH:1]1([N:7]([CH3:18])[S:8]([C:11]2[CH:16]=[CH:15][C:14]([CH3:17])=[CH:13][CH:12]=2)(=[O:10])=[O:9])[CH2:6][CH2:5][CH2:4][CH2:3][CH2:2]1.CC1C=CC(C(OCC)=O)=CC=1.C1C(=O)N([Br:38])C(=O)C1>>[CH:1]1([N:7]([CH3:18])[S:8]([C:11]2[CH:16]=[CH:15][C:14]([CH2:17][Br:38])=[CH:13][CH:12]=2)(=[O:10])=[O:9])[CH2:6][CH2:5][CH2:4][CH2:3][CH2:2]1. Yield: 90.1%. Procedure details: Utilising the procedure described in Example 1(a) employing N-cyclohexyl-N-methyl 4-methylbenzenesulphonamide (20.0 g, 0.075 mol) in lieu of ethyl 4-methylbenzoate and two equivalents of NBS (27.0 g, 0.15 mol) yielded a crude product of N-cyclohexyl-N-methyl 4-bromomethylbenzenesulphonamide (23.4 g, 90%) as an orange oil. Yields the product crude product, C1(CCCCC1)N(S(=O)(=O)C1=CC=C(C=C1)CBr)C (N-cyclohexyl-N-methyl 4-bromomethylbenzenesulphonamide). Starting materials: C1CC(=O)N(C1=O)Br (NBS), C1(CCCCC1)N(S(=O)(=O)C1=CC=C(C=C1)C)C (N-cyclohexyl-N-methyl 4-methylbenzenesulphonamide), CC1=CC=C(C(=O)OCC)C=C1 (ethyl 4-methylbenzoate). Reactants: ClCCl, CC1CN(Cc2ccc(NS(=O)(=O)c3ccc(-c4ccc(F)cc4)nc3)cc2)CC(C)N1C(=O)OC(C)(C)C, O=C(O)C(F)(F)F. The product is CC1CN(Cc2ccc(NS(=O)(=O)c3ccc(-c4ccc(F)cc4)nc3)cc2)CC(C)N1. Reaction SMILES: [Cl:47][CH2:48][Cl:49].[F:1][c:2]1[cH:3][cH:4][c:5](-[c:8]2[cH:9][cH:10][c:11]([S:14](=[O:15])(=[O:16])[NH:17][c:18]3[cH:19][cH:20][c:21]([CH2:24][N:25]4[CH2:26][CH:27]([CH3:39])[N:28]([C:32]([O:33][C:34]([CH3:35])([CH3:36])[CH3:37])=[O:38])[CH:29]([CH3:31])[CH2:30]4)[cH:22][cH:23]3)[cH:12][n:13]2)[cH:6][cH:7]1.[F:40][C:41]([F:42])([F:43])[C:44]([OH:45])=[O:46]>>[F:1][c:2]1[cH:3][cH:4][c:5](-[c:8]2[cH:9][cH:10][c:11]([S:14](=[O:15])(=[O:16])[NH:17][c:18]3[cH:19][cH:20][c:21]([CH2:24][N:25]4[CH2:26][CH:27]([CH3:39])[NH:28][CH:29]([CH3:31])[CH2:30]4)[cH:22][cH:23]3)[cH:12][n:13]2)[cH:6][cH:7]1. Reactants: COC(=O)C=1OC(=CC1)C1=C(C(=CC=C1)N)O (5-(3-amino-2-hydroxy-phenyl)-furan-2-carboxylic acid methyl ester), C1CCC2=CC(=CC=C12)N1N=C(CC1=O)C (2-indan-5-yl-5-methyl-2,4-dihydro-pyrazol-3-one), C([O-])(O)=O.[Na+] (sodium bicarbonate), N(=O)[O-].[Na+] (sodium nitrite). Solvent: Cl (hydrochloric acid). Yields the product title compound, COC(=O)C=1OC(=CC1)C1=C(C(=CC=C1)NN=C1C(=NN(C1=O)C=1C=C2CCCC2=CC1)C)O (5-{2-hydroxy-3-[N′-(1-indan-5-yl-3-methyl-5-oxo-1,5-dihydro-pyrazol-4-ylidene)-hydrazino]-phenyl}-furan-2-carboxylic acid methyl ester). Isolated yield 69.5%. Reaction SMILES: [CH3:1][O:2][C:3]([C:5]1[O:6][C:7]([C:10]2[CH:15]=[CH:14][CH:13]=[C:12]([NH2:16])[C:11]=2[OH:17])=[CH:8][CH:9]=1)=[O:4].[N:18]([O-])=O.[Na+].[CH2:22]1[C:30]2[C:25](=[CH:26][C:27]([N:31]3[C:35](=[O:36])[CH2:34][C:33]([CH3:37])=[N:32]3)=[CH:28][CH:29]=2)[CH2:24][CH2:23]1.C(=O)(O)[O-].[Na+]>Cl>[CH3:1][O:2][C:3]([C:5]1[O:6][C:7]([C:10]2[CH:15]=[CH:14][CH:13]=[C:12]([NH:16][N:18]=[C:34]3[C:35](=[O:36])[N:31]([C:27]4[CH:26]=[C:25]5[C:30](=[CH:29][CH:28]=4)[CH2:22][CH2:23][CH2:24]5)[N:32]=[C:33]3[CH3:37])[C:11]=2[OH:17])=[CH:8][CH:9]=1)=[O:4] |f:1.2,4.5|. Procedure: 5-(3-Amino-2-hydroxy-phenyl)-furan-2-carboxylic acid methyl ester 54c (110 mg, 0.47 mmol) was dissolved in hydrochloric acid (1.6 mL, 1 mol/L) upon cooling by an ice-water bath, followed by dropwise addition of 0.6 mL of aqueous sodium nitrite (36 mg, 0.52 mmol). After the mixture was reacted for 20 minutes, 2-indan-5-yl-5-methyl-2,4-dihydro-pyrazol-3-one 1i (91 mg, 0.43 mmol) was added. The mixture was adjusted to pH 8˜9 with saturated aqueous sodium bicarbonate. The reaction mixture was reacte...